This data is from the Open Reaction Database (ORD), a public repository of structured organic reaction records. The task is: describe an organic reaction: reactants, conditions, products, and yield Reactants: ClC1=CC=C(C=C1)C1=CC=C(OCOC(C(=O)OCC)(C(F)(F)F)C(F)(F)F)C=C1 (ethyl 2-[4-(4-chlorophenyl)phenoxymethoxy]-3,3,3-trifluoro-2-trifluoromethylpropionate), [OH-] (hydroxide), CO (methanol). The solvent is O (water). Conditions: temperature 20 celsius, time 22 hour. Product: ClC1=CC=C(C=C1)C1=CC=C(OCOC(C(=O)O)(C(F)(F)F)C(F)(F)F)C=C1 (2-[4-(4-chlorophenyl)phenoxymethoxy]-3,3,3-trifluoro-2-trifluoromethylpropionic acid). Isolated yield 43.3%. RXN SMILES: [Cl:1][C:2]1[CH:7]=[CH:6][C:5]([C:8]2[CH:30]=[CH:29][C:11]([O:12][CH2:13][O:14][C:15]([C:25]([F:28])([F:27])[F:26])([C:21]([F:24])([F:23])[F:22])[C:16]([O:18]CC)=[O:17])=[CH:10][CH:9]=2)=[CH:4][CH:3]=1.[OH-].CO>O>[Cl:1][C:2]1[CH:7]=[CH:6][C:5]([C:8]2[CH:9]=[CH:10][C:11]([O:12][CH2:13][O:14][C:15]([C:21]([F:22])([F:23])[F:24])([C:25]([F:26])([F:27])[F:28])[C:16]([OH:18])=[O:17])=[CH:29][CH:30]=2)=[CH:4][CH:3]=1. Procedure: A mixture of ethyl 2-[4-(4-chlorophenyl)phenoxymethoxy]-3,3,3-trifluoro-2-trifluoromethylpropionate (502 mg.) postassium hydroxide (88 mg.), methanol (4 ml.) and water (1 ml.) is stirred at 20° C. for 22 hours, then evaporated in vacuo. The residue is dissolved in water, and the solution is acidified with 3 N-hydrochloric acid. The solid which separates is filtered off. Crystallisation from a mixture of cyclohexane and light petroleum (b.p. 40°-60° C.) gives prisms (204 mg.) of 2-[4-(4-chlorophe...